This data is from the Open Reaction Database (ORD), a public repository of structured organic reaction records. The task is: describe an organic reaction: reactants, conditions, products, and yield The reactants are CO, CCN(CC)N1C(=O)C(C)(CC(=O)OC)CC(c2cccc(Cl)c2)C1c1ccc(Cl)cc1, [Li+], [OH-], O. The product is CCN(CC)N1C(=O)C(C)(CC(=O)O)CC(c2cccc(Cl)c2)C1c1ccc(Cl)cc1. As a reaction SMILES: [CH3:35][OH:36].[Cl:1][c:2]1[cH:3][c:4]([CH:8]2[CH2:9][C:10]([CH3:27])([CH2:28][C:29](=[O:30])[O:31][CH3:32])[C:11](=[O:26])[N:12]([N:21]([CH2:22][CH3:23])[CH2:24][CH3:25])[CH:13]2[c:14]2[cH:15][cH:16][c:17]([Cl:20])[cH:18][cH:19]2)[cH:5][cH:6][cH:7]1.[Li+:33].[OH-:34].[OH2:37]>>[Cl:1][c:2]1[cH:3][c:4]([CH:8]2[CH2:9][C:10]([CH3:27])([CH2:28][C:29](=[O:30])[OH:31])[C:11](=[O:26])[N:12]([N:21]([CH2:22][CH3:23])[CH2:24][CH3:25])[CH:13]2[c:14]2[cH:15][cH:16][c:17]([Cl:20])[cH:18][cH:19]2)[cH:5][cH:6][cH:7]1. The reactants are CCCCNc1cc(C(=O)O)cc(S(N)(=O)=O)c1Oc1ccccc1, CO, O=S(Cl)Cl. Product: CCCCNc1cc(C(=O)OC)cc(S(N)(=O)=O)c1Oc1ccccc1. As a reaction SMILES: [CH3:1][CH2:2][CH2:3][CH2:4][NH:5][c:6]1[cH:7][c:8]([C:23]([OH:24])=[O:25])[cH:9][c:10]([S:19]([NH2:20])(=[O:21])=[O:22])[c:11]1[O:12][c:13]1[cH:14][cH:15][cH:16][cH:17][cH:18]1.[CH3:30][OH:31].[S:26]([Cl:27])([Cl:28])=[O:29]>>[CH3:1][CH2:2][CH2:3][CH2:4][NH:5][c:6]1[cH:7][c:8]([C:23]([O:24][CH3:30])=[O:25])[cH:9][c:10]([S:19]([NH2:20])(=[O:21])=[O:22])[c:11]1[O:12][c:13]1[cH:14][cH:15][cH:16][cH:17][cH:18]1. Starting materials: O=C([O-])[O-], COC(=O)C(C)(C)Cc1c(SC(C)(C)C)c2cc(O)ccc2n1Cc1ccc(Cl)cc1, ClCc1ccc2ccccc2n1, Cl, [Cs+], [Cs+], [K+], [K+], O=C([O-])[O-], CN(C)C=O, O. Product: COC(=O)C(C)(C)Cc1c(SC(C)(C)C)c2cc(OCc3ccc4ccccc4n3)ccc2n1Cc1ccc(Cl)cc1. RXN SMILES: [C:38](=[O:39])([O-:40])[O-:41].[Cl:1][c:2]1[cH:3][cH:4][c:5]([CH2:6][n:7]2[c:8]([CH2:22][C:23]([C:24](=[O:25])[O:26][CH3:27])([CH3:28])[CH3:29])[c:9]([S:17][C:18]([CH3:19])([CH3:20])[CH3:21])[c:10]3[cH:11][c:12]([OH:16])[cH:13][cH:14][c:15]23)[cH:30][cH:31]1.[Cl:45][CH2:46][c:47]1[n:48][c:49]2[cH:50][cH:51][cH:52][cH:53][c:54]2[cH:55][cH:56]1.[ClH:44].[Cs+:42].[Cs+:43].[K+:32].[K+:33].[O-:34][C:35]([O-:36])=[O:37].[O:57]=[CH:58][N:59]([CH3:60])[CH3:61].[OH2:62]>>[Cl:1][c:2]1[cH:3][cH:4][c:5]([CH2:6][n:7]2[c:8]([CH2:22][C:23]([C:24](=[O:25])[O:26][CH3:27])([CH3:28])[CH3:29])[c:9]([S:17][C:18]([CH3:19])([CH3:20])[CH3:21])[c:10]3[cH:11][c:12]([O:16][CH2:46][c:47]4[n:48][c:49]5[cH:50][cH:51][cH:52][cH:53][c:54]5[cH:55][cH:56]4)[cH:13][cH:14][c:15]23)[cH:30][cH:31]1.